Dataset: the Open Reaction Database (ORD), a public repository of structured organic reaction records. Task: describe an organic reaction: reactants, conditions, products, and yield Starting materials: C(C)(C)(C)N1N=C(C=C1C1=CC=C(C=C1)OC)CCC=O (3-(1-tert-butyl-5-(4-methoxyphenyl)-1H-pyrazol-3-yl)propanal), [BH-](OC(=O)C)(OC(=O)C)OC(=O)C.[Na+] (NaBH(OAc)3), CC=1C=C(C=CC1C)N1CCNCC1 (1-(3,4-dimethylphenyl)piperazine), CCN(C(C)C)C(C)C (DIPEA). Product: C(C)(C)(C)N1N=C(C=C1C1=CC=C(C=C1)OC)CCCN1CCN(CC1)C1=CC(=C(C=C1)C)C (1-(3-(1-tert-butyl-5-(4-methoxyphenyl)-1H-pyrazol-3-yl)propyl)-4-(3,4-dimethylphenyl)piperazine). Reaction SMILES: [C:1]([N:5]1[C:9]([C:10]2[CH:15]=[CH:14][C:13]([O:16][CH3:17])=[CH:12][CH:11]=2)=[CH:8][C:7]([CH2:18][CH2:19][CH:20]=O)=[N:6]1)([CH3:4])([CH3:3])[CH3:2].[CH3:22][C:23]1[CH:24]=[C:25]([N:30]2[CH2:35][CH2:34][NH:33][CH2:32][CH2:31]2)[CH:26]=[CH:27][C:28]=1[CH3:29].CCN(C(C)C)C(C)C.[BH-](OC(C)=O)(OC(C)=O)OC(C)=O.[Na+]>>[C:1]([N:5]1[C:9]([C:10]2[CH:11]=[CH:12][C:13]([O:16][CH3:17])=[CH:14][CH:15]=2)=[CH:8][C:7]([CH2:18][CH2:19][CH2:20][N:33]2[CH2:34][CH2:35][N:30]([C:25]3[CH:26]=[CH:27][C:28]([CH3:29])=[C:23]([CH3:22])[CH:24]=3)[CH2:31][CH2:32]2)=[N:6]1)([CH3:3])([CH3:2])[CH3:4] |f:3.4|. Reported procedure: 118 mg (80%) of target compound was obtained by using a method same as in Example 1 by using 3-(1-tert-butyl-5-(4-methoxyphenyl)-1H-pyrazol-3-yl)propanal (85 mg, 0.297 mmol), 1-(3,4-dimethylphenyl)piperazine (57 mg, 0.297 mmol), DIPEA (0.078 mL, 0.446 mmol) and NaBH(OAc)3 (189 mg, 0.891 mmol). Reactants: C[Si](Cl)(C)C.O (trimethylchlorosilane water), Cl.CN(C)CC1C(CCC(C1)OCC(C)C)=O (2-dimethylaminomethyl-4-isobutoxy-cyclohexanone hydrochloride), BrC1=CC(=CC=C1)SC (1-bromo-3-methylsulphanyl-benzene), BrCCBr (1,2-dibromoethane). The solvent is CCOCC (ether). Product: Cl.CN(C)CC1C(CCC(C1)OCC(C)C)(O)C1=CC(=CC=C1)SC ((1RS,2RS,4SR)-2-dimethylaminomethyl-4-isobutoxy-(3-methylsulphanyl-phenyl)-cyclohexanol hydrochloride). Yield: 32.0%. Reaction SMILES: Cl.[CH3:2][N:3]([CH2:5][CH:6]1[CH2:11][CH:10]([O:12][CH2:13][CH:14]([CH3:16])[CH3:15])[CH2:9][CH2:8][C:7]1=[O:17])[CH3:4].Br[C:19]1[CH:24]=[CH:23][CH:22]=[C:21]([S:25][CH3:26])[CH:20]=1.BrCCBr.C[Si](C)(C)[Cl:33].O>CCOCC>[ClH:33].[CH3:4][N:3]([CH2:5][CH:6]1[CH2:11][CH:10]([O:12][CH2:13][CH:14]([CH3:15])[CH3:16])[CH2:9][CH2:8][C:7]1([C:19]1[CH:24]=[CH:23][CH:22]=[C:21]([S:25][CH3:26])[CH:20]=1)[OH:17])[CH3:2] |f:0.1,4.5,7.8|. Procedure details: Compound (22) was reacted with 1-bromo-3-methylsulphanyl-benzene corresponding to the conditions described in Example 1. In departure from the conditions described in Example 1, ether was used as the solvent and 1,2-dibromoethane was added to the batch in order to increase the yield. The crude product obtained was purified with diisopropyl ether via a silica gel column, and was taken up in tetrahydrofuran/ether. The crystals obtained after adding trimethylchlorosilane/water were recrystallised f... Reactants: COC(=O)OC1[C@H](OC(=O)OC)[C@H](OC(=O)OC)[C@H](O1)C (1,2,3-tri-O-methoxycarbonyl-5-deoxy-D-ribofuranose), FC(S(=O)(=O)O[Si](C)(C)C)(F)F (trimethylsilyl trifluoromethanesulfonate), C(O)([O-])=O.[Na+] (sodium hydrogen carbonate), FC=1C(=NC(NC1)=O)N (5-fluorocytosine), C[Si](N[Si](C)(C)C)(C)C (hexamethyldisilazane). Reagents/catalysts: S(=O)(=O)([O-])[O-].[NH4+].[NH4+] (ammonium sulfate). Run in ClCCl (dichloromethane), O (water), C(C)#N (acetonitrile), C(C)#N (acetonitrile), C(C)#N (acetonitrile). Conditions: time 8 hour. Yields the product COC(=O)O[C@H]1[C@@H](O[C@@H]([C@H]1OC(=O)OC)C)N1C(=O)N=C(N)C(=C1)F (2′,3′-di-O-methoxycarbonyl-5′-deoxy-5-fluorocytidine). Yield: 110.1%. Reaction SMILES: [F:1][C:2]1[C:3]([NH2:9])=[N:4][C:5](=[O:8])[NH:6][CH:7]=1.C[Si](C)(C)N[Si](C)(C)C.COC(O[CH:24]1[O:38][C@H:37]([CH3:39])[C@@H:31]([O:32][C:33]([O:35][CH3:36])=[O:34])[C@H:25]1[O:26][C:27]([O:29][CH3:30])=[O:28])=O.FC(F)(F)S(O[Si](C)(C)C)(=O)=O.C(=O)([O-])O.[Na+]>S([O-])([O-])(=O)=O.[NH4+].[NH4+].ClCCl.O.C(#N)C>[CH3:30][O:29][C:27]([O:26][C@@H:25]1[C@H:31]([O:32][C:33]([O:35][CH3:36])=[O:34])[C@@H:37]([CH3:39])[O:38][C@H:24]1[N:6]1[CH:7]=[C:2]([F:1])[C:3]([NH2:9])=[N:4][C:5]1=[O:8])=[O:28] |f:4.5,6.7.8|. Procedure details: 11.6 g (0.090 mole) of 5-fluorocytosine, 19 ml of hexamethyldisilazane and 24 ml of acetonitrile were mixed, and 0.2 g of ammonium sulfate was added to the mixture, which was refluxed for 1 hr. After cooling the reaction mixture to room temperature, 72 ml of acetonitrile was added thereto, followed by subjecting the resulting mixture to distillation to remove about 60 ml of the solvent. The resulting solution was cooled to room temperature, mixed with 27.7 g (0.090 mole) of the compound obtained... The reactants are CC(=O)[O-], CC(=O)O, O=C1OC(=O)c2c(Cl)cccc21, Cl, NC1CCC(=O)NC1=O, [Na+]. The product is O=C1CCC(N2C(=O)c3cccc(Cl)c3C2=O)C(=O)N1. Reaction SMILES: [CH3:24][C:25](=[O:26])[O-:27].[CH3:28][C:29](=[O:30])[OH:31].[Cl:1][c:2]1[c:3]2[c:4]([cH:10][cH:11][cH:12]1)[C:5](=[O:6])[O:7][C:8]2=[O:9].[ClH:13].[NH2:14][CH:15]1[C:16](=[O:22])[NH:17][C:18](=[O:21])[CH2:19][CH2:20]1.[Na+:23]>>[Cl:1][c:2]1[c:3]2[c:4]([cH:10][cH:11][cH:12]1)[C:5](=[O:7])[N:14]([CH:15]1[C:16](=[O:22])[NH:17][C:18](=[O:21])[CH2:19][CH2:20]1)[C:8]2=[O:9].